This data is from the Open Reaction Database (ORD), a public repository of structured organic reaction records. The task is: describe an organic reaction: reactants, conditions, products, and yield Reactants: BrCCO (2-bromoethanol), ClC1=CC=C(NC=2SC3=C(C(N2)=O)C=CC=N3)C=C1 (2-(4-chloroanilino)-4H-pyrido[3,2-e]-1,3-thiazin-4-one), [H-].[Li+] (lithium hydride), ClC1=CC=C(NC=2SC3=C(C(N2)=O)C=CC=N3)C=C1 (2-(4-chloroanilino)-4H-pyrido[3,2-e]-1,3-thiazin-4-one). The solvent is CN(C)C=O (DMF), CN(C)C=O (DMF), CN(C)C=O (DMF). Reaction conditions: time 5 minute. The product is ClC1=CC=C(C=C1)N=C1SC2=C(C(N1CCO)=O)C=CC=N2 (2,3-dihydro-2-[(4-chlorophenyl)imino]-3-(2-hydroxyethyl)-4H-pyrido[3,2-e]-1,3-thiazin-4-one). Yield: 80.6%. Reaction SMILES: [H-].[Li+].[Cl:3][C:4]1[CH:21]=[CH:20][C:7]([NH:8][C:9]2[S:10][C:11]3[N:19]=[CH:18][CH:17]=[CH:16][C:12]=3[C:13](=[O:15])[N:14]=2)=[CH:6][CH:5]=1.Br[CH2:23][CH2:24][OH:25]>CN(C=O)C>[Cl:3][C:4]1[CH:21]=[CH:20][C:7]([N:8]=[C:9]2[N:14]([CH2:23][CH2:24][OH:25])[C:13](=[O:15])[C:12]3[CH:16]=[CH:17][CH:18]=[N:19][C:11]=3[S:10]2)=[CH:6][CH:5]=1 |f:0.1|. Procedure: In an atmosphere of argon, a mixture of 60 mg (7.6 mmol) of lithium hydride and 10 ml of DMF was put in a 100 ml flask. To the flask was then connected a dropping funnel which contained 1,600 mg (5.5 mmol) of 2-(4-chloroanilino)-4H-pyrido[3,2-e]-1,3-thiazin-4-one and 10 ml of DMF. The solution of 2-(4-chloroanilino)-4H-pyrido[3,2-e]-1,3-thiazin-4-one was then added dropwise to the aforementioned mixture with stirring in 5 minutes. The mixture was further stirred for 2 hours. To the mixture was t... Starting materials: ClC=1C=C2C(CCOC2=CC1OC1=CC=C(C(=O)O)C=C1)C(=O)OCC (4-(6-Chloro-4-(ethoxycarbonyl)chroman-7-yloxy)benzoic acid), C(C(=O)Cl)(=O)Cl (oxalyl chloride), BrC=1C=CC(=NC1)N (5-Bromopyridin-2-amine), N1=CC=CC=C1 (pyridine). The reagents and catalysts are CN(C)C=O (DMF). The solvent is C(C)(=O)OCC (ethyl acetate), C(Cl)Cl (DCM), C(Cl)Cl (DCM). Run at time 2 hour. The product is BrC=1C=CC(=NC1)NC(=O)C1=CC=C(OC2=C(C=C3C(CCOC3=C2)C(=O)OCC)Cl)C=C1 (ethyl 7-(4-(5-bromopyridin-2-ylcarbamoyl)phenoxy)-6-chlorochroman-4-carboxylate). Yield: 69.3%. As a reaction SMILES: [Cl:1][C:2]1[CH:3]=[C:4]2[C:9](=[CH:10][C:11]=1[O:12][C:13]1[CH:21]=[CH:20][C:16]([C:17]([OH:19])=O)=[CH:15][CH:14]=1)[O:8][CH2:7][CH2:6][CH:5]2[C:22]([O:24][CH2:25][CH3:26])=[O:23].C(Cl)(=O)C(Cl)=O.[Br:33][C:34]1[CH:35]=[CH:36][C:37]([NH2:40])=[N:38][CH:39]=1.N1C=CC=CC=1>C(Cl)Cl.CN(C=O)C.C(OCC)(=O)C>[Br:33][C:34]1[CH:35]=[CH:36][C:37]([NH:40][C:17]([C:16]2[CH:15]=[CH:14][C:13]([O:12][C:11]3[CH:10]=[C:9]4[C:4]([CH:5]([C:22]([O:24][CH2:25][CH3:26])=[O:23])[CH2:6][CH2:7][O:8]4)=[CH:3][C:2]=3[Cl:1])=[CH:21][CH:20]=2)=[O:19])=[N:38][CH:39]=1. Reported procedure: 4-(6-Chloro-4-(ethoxycarbonyl)chroman-7-yloxy)benzoic acid (Preparation B; 460 mg, 1.22 mmol) was diluted with DCM (5 mL) followed by the addition of oxalyl chloride in DCM (2M) (671 μL, 1.34 mmol) and DMF (1 drop). 5-Bromopyridin-2-amine (634 mg, 3.66 mmol) and pyridine (966 mg, 12.2 mmol) were added and the reaction was stirred at ambient temperature for 2 hours. The reaction was diluted with ethyl acetate and washed with 2N HCl, water, dried over MgSO4, filtered and concentrated. The material... The reactants are BrC=1C=CC=C2C(=C(NC12)C(=O)OCC)CCCN(C1=CC=CC2=CC=CC=C12)CC (ethyl 7-bromo-3-(3-(ethyl(naphthalen-1-yl)amino)propyl)-1H-indole-2-carboxylate), ClC1=C(C=CC=C1)B(O)O (2-chlorophenylboronic acid), F[B-](F)(F)F.C(C)(C)(C)[PH+](C(C)(C)C)C(C)(C)C (tri-t-butyl-phosphonium tetrafluoroborate), [F-].[Cs+] (cesium fluoride). The reagents and catalysts are C=1C=CC(=CC1)/C=C/C(=O)/C=C/C2=CC=CC=C2.C=1C=CC(=CC1)/C=C/C(=O)/C=C/C2=CC=CC=C2.C=1C=CC(=CC1)/C=C/C(=O)/C=C/C2=CC=CC=C2.[Pd].[Pd] (tris(dibenzylideneacetone)dipalladium(0)). Run in O1CCCC1 (tetrahydrofuran). Reaction conditions: time 24 hour. The product is ClC1=C(C=CC=C1)C=1C=CC=C2C(=C(NC12)C(=O)O)CCCN(C1=CC=CC2=CC=CC=C12)CC (7-(2-chlorophenyl)-3-(3-(ethyl(1-naphthyl)amino)propyl)-1H-indole-2-carboxylic acid). Reaction SMILES: Br[C:2]1[CH:3]=[CH:4][CH:5]=[C:6]2[C:10]=1[NH:9][C:8]([C:11]([O:13]CC)=[O:12])=[C:7]2[CH2:16][CH2:17][CH2:18][N:19]([CH2:30][CH3:31])[C:20]1[C:29]2[C:24](=[CH:25][CH:26]=[CH:27][CH:28]=2)[CH:23]=[CH:22][CH:21]=1.[Cl:32][C:33]1[CH:38]=[CH:37][CH:36]=[CH:35][C:34]=1B(O)O.F[B-](F)(F)F.C([PH+](C(C)(C)C)C(C)(C)C)(C)(C)C.[F-].[Cs+]>O1CCCC1.C1C=CC(/C=C/C(/C=C/C2C=CC=CC=2)=O)=CC=1.C1C=CC(/C=C/C(/C=C/C2C=CC=CC=2)=O)=CC=1.C1C=CC(/C=C/C(/C=C/C2C=CC=CC=2)=O)=CC=1.[Pd].[Pd]>[Cl:32][C:33]1[CH:38]=[CH:37][CH:36]=[CH:35][C:34]=1[C:2]1[CH:3]=[CH:4][CH:5]=[C:6]2[C:10]=1[NH:9][C:8]([C:11]([OH:13])=[O:12])=[C:7]2[CH2:16][CH2:17][CH2:18][N:19]([CH2:30][CH3:31])[C:20]1[C:29]2[C:24](=[CH:25][CH:26]=[CH:27][CH:28]=2)[CH:23]=[CH:22][CH:21]=1 |f:2.3,4.5,7.8.9.10.11|. Procedure details: To a mixture of EXAMPLE 531B (192 mg) and 2-chlorophenylboronic acid (76 mg) in tetrahydrofuran (6 ml) was added tris(dibenzylideneacetone)dipalladium(0) (19 mg), tri-t-butyl-phosphonium tetrafluoroborate (12 mg) and cesium fluoride (200 mg). The mixture was purged with argon and stirred at room temperature for 24 hours. The mixture was diluted with ethyl acetate (200 mL) and washed with water, and brine and dried over Na2SO4. Concentration of the mixture and column purification of the crude mat... The reactants are CC1=CC=C(C=C1)C=CC(C)=O (4-(4-methylphenyl)-3-buten-2-one), Cl (HCl), C=O (paraformaldehyde), N1CCOCC1 (morpholine). Run in C(C)O (ethanol), CC(=O)C (acetone). Yields the product Cl.CC1=CC=C(C=C1)\C=C\C(CCN1CCOCC1)=O ((E)-1-(4-methylphenyl)-5-(4-morpholinyl)-1-penten-3-one hydrochloride). Reaction SMILES: [CH3:1][C:2]1[CH:7]=[CH:6][C:5]([CH:8]=[CH:9][C:10](=[O:12])[CH3:11])=[CH:4][CH:3]=1.[CH2:13]=O.[NH:15]1[CH2:20][CH2:19][O:18][CH2:17][CH2:16]1.[ClH:21]>C(O)C.CC(C)=O>[ClH:21].[CH3:1][C:2]1[CH:7]=[CH:6][C:5](/[CH:8]=[CH:9]/[C:10](=[O:12])[CH2:11][CH2:13][N:15]2[CH2:20][CH2:19][O:18][CH2:17][CH2:16]2)=[CH:4][CH:3]=1 |f:6.7|. Procedure details: 8 g (0.05 mole) of 4-(4-methylphenyl)-3-buten-2-one (prepared analogously to the intermediates for the foregoing examples), 2 g (a 30% excess) of paraformaldehyde and 4.35 g (0.05 mole) of morpholine are dissolved in a mixture of ethanol (60 ml) and concentrated HCl (6 ml). The mixture is heated at reflux temperature for 18 hours. The mixture is then cooled to room temperature and diluted with acetone to a volume of 250 ml. The solution is chilled overnight. It is then concentrated to a volume o... The reactants are Cl.CC1=NOC(=C1CN1N=CC(=C1)N)C (1-((3,5-dimethylisoxazol-4-yl)methyl)-1H-pyrazol-4-amine hydrochloride), amine, 96, carboxylic acid, OC1=CC=CC=2NN=NC21 (hydroxybenzotriazole), C(C(CO)(CO)N)O (Trisamine), OC1=CC=CC=2NN=NC21 (Hydroxybenzotriazole), O1COC2=C1C=CC(=C2)C(=O)O (benzo[d][1,3]dioxole-5-carboxylic acid), Si Carbodiimide. The solvent is CN(C=O)C (dimethylformamide), C(C)#N (Acetonitrile), CN(C=O)C (dimethylformamide). Run at time 8 hour. The product is CC1=NOC(=C1CN1N=CC(=C1)NC(=O)C1=CC2=C(OCO2)C=C1)C (N-(1-((3,5-dimethylisoxazol-4-yl)methyl)-1H-pyrazol-4-yl)benzo[d][1,3]dioxole-5-carboxamide). Yield: 6.0%. Reaction SMILES: Cl.[CH3:2][C:3]1[C:7]([CH2:8][N:9]2[CH:13]=[C:12]([NH2:14])[CH:11]=[N:10]2)=[C:6]([CH3:15])[O:5][N:4]=1.[O:16]1[C:20]2[CH:21]=[CH:22][C:23]([C:25](O)=[O:26])=[CH:24][C:19]=2[O:18][CH2:17]1.OC1C2N=NNC=2C=CC=1.C(O)C(N)(CO)CO>CN(C)C=O.C(#N)C>[CH3:2][C:3]1[C:7]([CH2:8][N:9]2[CH:13]=[C:12]([NH:14][C:25]([C:23]3[CH:22]=[CH:21][C:20]4[O:16][CH2:17][O:18][C:19]=4[CH:24]=3)=[O:26])[CH:11]=[N:10]2)=[C:6]([CH3:15])[O:5][N:4]=1 |f:0.1|. Reported procedure: 1-((3,5-dimethylisoxazol-4-yl)methyl)-1H-pyrazol-4-amine hydrochloride (example 1a) (8 mg, 35 μmol) and benzo[d][1,3]dioxole-5-carboxylic acid (7 mg, 42 μmol) were each dissolved in 200 uL dimethylformamide. Si-Carbodiimide resin (70 mg, 70 μmol) was loaded into a 1.2 mL 96 well Greiner plate, followed by the addition of amine and acid. Hydroxybenzotriazole (6 mg, 42 μmol) was dissolved in 100 uL dimethylformamide and was added into the reaction well. The reaction was shaken overnight at room te... Yields the product CN1CCC=2N(C=3C=CC(=CC3C2CC1)C)CCC1=CC=CC=C1 (1,2,3,4,5,6-hexahydro-3,9-dimethyl-6-phenethylazepino[4,5-b]indole). Run in CN(C)C=O (DMF), O (water). Reactants: CN1CCC=2NC=3C=CC(=CC3C2CC1)C (3,9-Dimethyl-1,2,3,4,5,6-hexahydroazepino[4,5-b]indole), BrCCC1=CC=CC=C1 ((2-bromoethyl)benzene), N1[C@H](C(=O)O)CCC1 (L-proline), [O-]P(=O)([O-])[O-].[K+].[K+].[K+] (potassium phosphate tribasic). Procedure: The title compound was prepared by following general procedure 4. 3,9-Dimethyl-1,2,3,4,5,6-hexahydroazepino[4,5-b]indole (214 mg, 1.0 mmol) was taken with copper iodide (19 mg, 0.1 mmol), L-proline (23 mg, 0.2 mmol), potassium phosphate tribasic (426 mg, 2.0 mmol) and (2-bromoethyl)benzene (185 mg, 1 mmol) and DMF was added, the reaction was stirred at 90° C. under argon atmosphere for 12 h. The reaction was monitored by LCMS. After completion of the reaction, water was added and extracted with ... Reaction SMILES: [CH3:1][N:2]1[CH2:15][CH2:14][C:13]2[C:12]3[CH:11]=[C:10]([CH3:16])[CH:9]=[CH:8][C:7]=3[NH:6][C:5]=2[CH2:4][CH2:3]1.N1CCC[C@H]1C(O)=O.[O-]P([O-])([O-])=O.[K+].[K+].[K+].Br[CH2:34][CH2:35][C:36]1[CH:41]=[CH:40][CH:39]=[CH:38][CH:37]=1>[Cu](I)I.O.CN(C=O)C>[CH3:1][N:2]1[CH2:15][CH2:14][C:13]2[C:12]3[CH:11]=[C:10]([CH3:16])[CH:9]=[CH:8][C:7]=3[N:6]([CH2:34][CH2:35][C:36]3[CH:41]=[CH:40][CH:39]=[CH:38][CH:37]=3)[C:5]=2[CH2:4][CH2:3]1 |f:2.3.4.5|. The reagents and catalysts are [Cu](I)I (copper iodide). Run at temperature 90 celsius, time 12 hour. Starting materials: CC1=NC=2N(C=C1)C(=CN2)C2=CC(=CC=C2)B2OC(C(O2)(C)C)(C)C (7-Methyl-3-[3-(4,4,5,5-tetramethyl-[1,3,2] dioxaborolan-2-yl)phenyl]-imidazo[1,2-a]pyrimidine), BrC1=NC=CC=C1 (2-bromopyridine). Yields the product CC1=NC=2N(C=C1)C(=CN2)C2=CC(=CC=C2)C2=NC=CC=C2 (7-methyl-3-[3-(pyridin-2-yl)phenyl]imidazo[1,2-a]pyrimidine). Yield: 36.1%. Reaction SMILES: [CH3:1][C:2]1[CH:7]=[CH:6][N:5]2[C:8]([C:11]3[CH:16]=[CH:15][CH:14]=[C:13](B4OC(C)(C)C(C)(C)O4)[CH:12]=3)=[CH:9][N:10]=[C:4]2[N:3]=1.Br[C:27]1[CH:32]=[CH:31][CH:30]=[CH:29][N:28]=1>>[CH3:1][C:2]1[CH:7]=[CH:6][N:5]2[C:8]([C:11]3[CH:16]=[CH:15][CH:14]=[C:13]([C:27]4[CH:32]=[CH:31][CH:30]=[CH:29][N:28]=4)[CH:12]=3)=[CH:9][N:10]=[C:4]2[N:3]=1. Reported procedure: 7-Methyl-3-[3-(4,4,5,5-tetramethyl-[1,3,2] dioxaborolan-2-yl)phenyl]-imidazo[1,2-a]pyrimidine (0.1 g, 0.29 mmol) was coupled to 2-bromopyridine (55 μl, 0.59 mmol) as described in Example 26 to give 7-methyl-3-[3-(pyridin-2-yl)phenyl]imidazo[1,2-a]pyrimidine as a white solid (30 mg): δH (400 MHz, CDCl3) 2.67 (3H, s), 6.79 (1H, d, J 7), 7.30 (1H, m 7.55-7.65 (2H, m), 7.77-7.81 (2H, m), 7.87 (1H, s), 8.00 (1H, dd, J 8 and 1.6), 8.19 (1H, d, J 1.5), 8.57 (1H, d, J 7), 8.71 (1H, d, J 1.6); m/z (ES+) ...